This data is from the Open Reaction Database (ORD), a public repository of structured organic reaction records. The task is: describe an organic reaction: reactants, conditions, products, and yield The reactants are C1(CCCCC1)P(C1=C(C=CC=C1)C1=C(C=C(C=C1C(C)C)C(C)C)C(C)C)C1CCCCC1 (dicyclohexyl(2′,4′,6′-triisopropylbiphenyl-2-yl)phosphine), CC(C)([O-])C.[Na+] (sodium tert-butoxide), O1CCN(CC1)C1=NC=C(C=C1N)N1CCOCC1 (2,5-dimorpholinopyridin-3-amine), ClC1=C(C(=NC2=CC(=CC(=C12)F)F)C1=NC=CN=C1)C (4-chloro-5,7-difluoro-3-methyl-2-(pyrazin-2-yl)quinoline). Reagents/catalysts: C=1C=CC(=CC1)/C=C/C(=O)/C=C/C2=CC=CC=C2.C=1C=CC(=CC1)/C=C/C(=O)/C=C/C2=CC=CC=C2.C=1C=CC(=CC1)/C=C/C(=O)/C=C/C2=CC=CC=C2.[Pd].[Pd] (Pd2dba3). The solvent is C1(=CC=CC=C1)C (toluene). Product: O1CCN(CC1)C1=NC=C(C=C1NC1=C(C(=NC2=CC(=CC(=C12)F)F)C1=NC=CN=C1)C)N1CCOCC1 (N-(2,5-dimorpholinopyridin-3-yl)-5,7-difluoro-3-methyl-2-(pyrazin-2-yl)quinolin-4-amine). As a reaction SMILES: C1(P(C2CCCCC2)C2C=CC=CC=2C2C(C(C)C)=CC(C(C)C)=CC=2C(C)C)CCCCC1.[O:35]1[CH2:40][CH2:39][N:38]([C:41]2[C:46]([NH2:47])=[CH:45][C:44]([N:48]3[CH2:53][CH2:52][O:51][CH2:50][CH2:49]3)=[CH:43][N:42]=2)[CH2:37][CH2:36]1.Cl[C:55]1[C:64]2[C:59](=[CH:60][C:61]([F:66])=[CH:62][C:63]=2[F:65])[N:58]=[C:57]([C:67]2[CH:72]=[N:71][CH:70]=[CH:69][N:68]=2)[C:56]=1[CH3:73].CC(C)([O-])C.[Na+]>C1(C)C=CC=CC=1.C1C=CC(/C=C/C(/C=C/C2C=CC=CC=2)=O)=CC=1.C1C=CC(/C=C/C(/C=C/C2C=CC=CC=2)=O)=CC=1.C1C=CC(/C=C/C(/C=C/C2C=CC=CC=2)=O)=CC=1.[Pd].[Pd]>[O:35]1[CH2:40][CH2:39][N:38]([C:41]2[C:46]([NH:47][C:55]3[C:64]4[C:59](=[CH:60][C:61]([F:66])=[CH:62][C:63]=4[F:65])[N:58]=[C:57]([C:67]4[CH:72]=[N:71][CH:70]=[CH:69][N:68]=4)[C:56]=3[CH3:73])=[CH:45][C:44]([N:48]3[CH2:49][CH2:50][O:51][CH2:52][CH2:53]3)=[CH:43][N:42]=2)[CH2:37][CH2:36]1 |f:3.4,6.7.8.9.10|. Procedure: The Buchwald coupled product was prepared according to Procedure H using dicyclohexyl(2′,4′,6′-triisopropylbiphenyl-2-yl)phosphine (0.024 g, 0.049 mmol), 2,5-dimorpholinopyridin-3-amine (0.098 g, 0.37 mmol), 4-chloro-5,7-difluoro-3-methyl-2-(pyrazin-2-yl)quinoline (0.090 g, 0.31 mmol), Pd2dba3 (0.011 g, 0.012 mmol) and sodium tert-butoxide (0.074 g, 0.77 mmol) in toluene (3.1 mL) at 120° C. for 5 h. The crude product was purified by column chromatography on basic alumina (0 to 50% hexanes/EtOAc)... Starting materials: OC(C(N[C@H](C)C1=CC=CC=C1)=O)[C@H](CCCCNC(=O)N1CCOCC1)NC(OC(C)(C)C)=O (tert-butyl (1S)-1-(1-hydroxy-2-oxo-2-{[(1R)-1-phenylethyl]amino}ethyl)-5-[(4-morpholinylcarbonyl)amino]pentylcarbamate), Cl (hydrogen chloride). Run in C(C)(=O)OCC (ethyl acetate). Reaction conditions: time 10 minute. Yields the product Cl.N[C@@H](CCCCNC(=O)N1CCOCC1)C(C(N[C@H](C)C1=CC=CC=C1)=O)O (N-((5S)-5-amino-6-hydroxy-7-oxo-7-{[(1R)-1-phenylethyl]amino}heptyl)-4-morpholinecarboxamide hydrochloride). The yield is 99.0%. RXN SMILES: [OH:1][CH:2]([C@@H:14]([NH:28]C(=O)OC(C)(C)C)[CH2:15][CH2:16][CH2:17][CH2:18][NH:19][C:20]([N:22]1[CH2:27][CH2:26][O:25][CH2:24][CH2:23]1)=[O:21])[C:3](=[O:13])[NH:4][C@@H:5]([C:7]1[CH:12]=[CH:11][CH:10]=[CH:9][CH:8]=1)[CH3:6].[ClH:36]>C(OCC)(=O)C>[ClH:36].[NH2:28][C@H:14]([CH:2]([OH:1])[C:3](=[O:13])[NH:4][C@@H:5]([C:7]1[CH:8]=[CH:9][CH:10]=[CH:11][CH:12]=1)[CH3:6])[CH2:15][CH2:16][CH2:17][CH2:18][NH:19][C:20]([N:22]1[CH2:23][CH2:24][O:25][CH2:26][CH2:27]1)=[O:21] |f:3.4|. Reported procedure: A solution of 830 mg (1.7 mmol) of tert-butyl (1S)-1-(1-hydroxy-2-oxo-2-{[(1R)-1-phenylethyl]amino}ethyl)-5-[(4-morpholinylcarbonyl)amino]pentylcarbamate in 100 mL of ethyl acetate was bubbled with hydrogen chloride gas for 5 min and the reaction allowed to stir for 10 min before being conentrated under reduced pressure to afford 720 mg (>99%) of N-((5S)-5-amino-6-hydroxy-7-oxo-7-{[(1R)-1-phenylethyl]amino}heptyl)-4-morpholinecarboxamide hydrochloride. 1H NMR (300 MHz, DMSO-d6) δ 8.46 (d, J=8 Hz... Starting materials: C(C)(C)N(C(C)C)CC (N,N-Diisopropylethylamine), BrCC#N (bromoacetonitrile), N(=[N+]=[N-])C1=C(COC(=O)NC[C@H](CC[C@@H](C(=O)O)NC(=O)OC(C)(C)C)SSC)C=CC=C1 ((2S,5S)-6-((((2-azidobenzyl)oxy)carbonyl)amino)-2-((tert-butoxycarbonyl)amino)-5-(methyldisulfanyl)hexanoic acid). Run in C(C)#N (acetonitrile). Reaction conditions: time 1.25 hour. Yields the product N(=[N+]=[N-])C1=C(COC(=O)NC[C@H](CC[C@@H](C(=O)OCC#N)NC(=O)OC(C)(C)C)SSC)C=CC=C1 ((2S,5S)-cyanomethyl 6-((((2-azidobenzyl)oxy)carbonyl)amino)-2-((tert-butoxycarbonyl)amino)-5-(methyldisulfanyl)hexanoate). The yield is 80.4%. Reaction SMILES: [CH:1]([N:4](CC)C(C)C)(C)[CH3:2].BrCC#N.[N:14]([C:17]1[CH:46]=[CH:45][CH:44]=[CH:43][C:18]=1[CH2:19][O:20][C:21]([NH:23][CH2:24][C@@H:25]([S:40][S:41][CH3:42])[CH2:26][CH2:27][C@H:28]([NH:32][C:33]([O:35][C:36]([CH3:39])([CH3:38])[CH3:37])=[O:34])[C:29]([OH:31])=[O:30])=[O:22])=[N+:15]=[N-:16]>C(#N)C>[N:14]([C:17]1[CH:46]=[CH:45][CH:44]=[CH:43][C:18]=1[CH2:19][O:20][C:21]([NH:23][CH2:24][C@@H:25]([S:40][S:41][CH3:42])[CH2:26][CH2:27][C@H:28]([NH:32][C:33]([O:35][C:36]([CH3:39])([CH3:38])[CH3:37])=[O:34])[C:29]([O:31][CH2:2][C:1]#[N:4])=[O:30])=[O:22])=[N+:15]=[N-:16]. Procedure details: N,N-Diisopropylethylamine (34 μL, 0.197 mmol) and subsequently bromoacetonitrile (62 μL, 0.896 mmol) were added to a solution of (2S,5S)-6-((((2-azidobenzyl)oxy)carbonyl)amino)-2-((tert-butoxycarbonyl)amino)-5-(methyldisulfanyl)hexanoic acid (Compound tk15) (89.5 mg, 0.179 mmol) in acetonitrile (0.3 mL) at room temperature under a nitrogen atmosphere. The reaction mixture was stirred at the same temperature for 1.25 hours and then concentrated under reduced pressure, and the resulting crude prod... Starting materials: C(CCC)N1C(N(C(=CC1=O)NN)CC1=CC=C(C=C1)OC)=O (3-butyl-6-hydrazino-1-(4-methoxybenzyl)uracil), C(C)N=C=S (ethyl isothiocyanate), O (water). The solvent is CN(C)C=O (DMF). Conditions: time 14 hour. The product is C(CCC)N1C(N(C2=C(C1=O)C(=NN2)NCC)CC2=CC=C(C=C2)OC)=O (5-butyl-3-ethylamino-7-(4-methoxybenzyl)pyrazolo[3,4-d]pyrimidine-4,6(5H,7H)-dione). Isolated yield 70.0%. As a reaction SMILES: [CH2:1]([N:5]1[C:10](=[O:11])[CH:9]=[C:8]([NH:12][NH2:13])[N:7]([CH2:14][C:15]2[CH:20]=[CH:19][C:18]([O:21][CH3:22])=[CH:17][CH:16]=2)[C:6]1=[O:23])[CH2:2][CH2:3][CH3:4].[CH2:24]([N:26]=[C:27]=S)[CH3:25].O>CN(C=O)C>[CH2:1]([N:5]1[C:10](=[O:11])[C:9]2[C:27]([NH:26][CH2:24][CH3:25])=[N:13][NH:12][C:8]=2[N:7]([CH2:14][C:15]2[CH:16]=[CH:17][C:18]([O:21][CH3:22])=[CH:19][CH:20]=2)[C:6]1=[O:23])[CH2:2][CH2:3][CH3:4]. Procedure details: A solution of 3-butyl-6-hydrazino-1-(4-methoxybenzyl)uracil 0.64 g, 2 mM) and ethyl isothiocyanate (0.53 ml, 6 mM) in DMF (6 ml) was stirred at 90° C. for 14 hours and then at 110° C. for 14 hours. To the solution was added water (2 ml) and the mixture was cooled to give crystals. Recrystallization from DMF/ethanol/water gave colorless needles (0.52 g, 70%), m.p. 234°-236° C. As a reaction SMILES: [CH2:1]([CH:2]=[CH2:3])[n:4]1[c:5](=[O:22])[nH:6][c:7](=[O:21])[c:8]([CH2:19][CH3:20])[c:9]1[O:10][c:11]1[cH:12][c:13]([CH3:18])[cH:14][c:15]([CH3:17])[cH:16]1.[Cl:23][c:24]1[c:25]([C:26]([O:27][OH:28])=[O:31])[cH:29][cH:30][cH:32][cH:33]1.[Cl:34][CH2:35][Cl:36]>>[CH2:1]([CH:2]1[CH2:3][O:31]1)[n:4]1[c:5](=[O:22])[nH:6][c:7](=[O:21])[c:8]([CH2:19][CH3:20])[c:9]1[O:10][c:11]1[cH:12][c:13]([CH3:18])[cH:14][c:15]([CH3:17])[cH:16]1. The product is CCc1c(Oc2cc(C)cc(C)c2)n(CC2CO2)c(=O)[nH]c1=O. Reactants: C=CCn1c(Oc2cc(C)cc(C)c2)c(CC)c(=O)[nH]c1=O, O=C(OO)c1ccccc1Cl, ClCCl. Reactants: ClC=1C(N(N=CC1NCCCOC1=C(C=C(C=C1)OC)CCC)CC)=O (4-chloro-5-[3-(2-n-propyl-4-methoxyphenoxy)propylamino]-2-ethyl-3(2H)pyridazinone), [Cl-].[Al+3].[Cl-].[Cl-] (aluminum chloride), [Cl-].[Al+3].[Cl-].[Cl-] (aluminum chloride), C(CC)SCCC (di-n-propylsulfide). Run in C(Cl)Cl (methylene chloride), C(Cl)Cl (methylene chloride). Conditions: time 8 hour. Product: ClC=1C(N(N=CC1NCCCOC1=C(C=C(C=C1)O)CCC)CC)=O (4-Chloro-5-[3-(2-n-propyl-4-hydroxyphenoxy)propylamino]-2-ethyl-3(2H)pyridazinone). As a reaction SMILES: [Cl:1][C:2]1[C:3](=[O:26])[N:4]([CH2:24][CH3:25])[N:5]=[CH:6][C:7]=1[NH:8][CH2:9][CH2:10][CH2:11][O:12][C:13]1[CH:18]=[CH:17][C:16]([O:19]C)=[CH:15][C:14]=1[CH2:21][CH2:22][CH3:23].[Cl-].[Al+3].[Cl-].[Cl-].C(SCCC)CC>C(Cl)Cl>[Cl:1][C:2]1[C:3](=[O:26])[N:4]([CH2:24][CH3:25])[N:5]=[CH:6][C:7]=1[NH:8][CH2:9][CH2:10][CH2:11][O:12][C:13]1[CH:18]=[CH:17][C:16]([OH:19])=[CH:15][C:14]=1[CH2:21][CH2:22][CH3:23] |f:1.2.3.4|. Reported procedure: A solution obtained by dissolving 0.35 g of 4-chloro-5-[3-(2-n-propyl-4-methoxyphenoxy)propylamino]-2-ethyl-3(2H)pyridazinone (Compound No. 82) in 10 ml of methylene chloride, was dropwise added to a mixture comprising 0.36 g of aluminum chloride, 0.44 g of di-n-propylsulfide and 15 ml of methylene chloride, under stirring and cooling with ice. After the completion of the dropwise addition, the mixture was stirred at 0° C. for 2 hours, and then left to stand overnight in a refrigerator. Ice piec... The reactants are BrCc1ccccc1, O=C([O-])O, CCOC(C)=O, CCOC(C)=O, CN(C)C=O, Cl, [Na+], CCCCC(NC(=O)OC(C)(C)C)C(O)C(=O)O, CCCCC(NC(=O)OC(C)(C)C)C(O)C(=O)OCc1ccccc1. RXN SMILES: [Br:24][CH2:25][c:26]1[cH:27][cH:28][cH:29][cH:30][cH:31]1.[C:19](=[O:20])([O-:21])[OH:22].[C:57]([O:58][CH2:59][CH3:60])(=[O:61])[CH3:62].[CH3:64][CH2:65][O:66][C:67](=[O:68])[CH3:69].[CH3:70][N:71]([CH3:72])[CH:73]=[O:74].[ClH:63].[Na+:23].[OH:1][CH:2]([CH:3]([NH:4][C:5]([O:6][C:7]([CH3:8])([CH3:9])[CH3:10])=[O:11])[CH2:12][CH2:13][CH2:14][CH3:15])[C:16]([OH:17])=[O:18].[OH:32][CH:33]([C:34](=[O:35])[O:36][CH2:37][c:38]1[cH:39][cH:40][cH:41][cH:42][cH:43]1)[CH:44]([CH2:45][CH2:46][CH2:47][CH3:48])[NH:49][C:50]([O:51][C:52]([CH3:53])([CH3:54])[CH3:55])=[O:56]>>[OH:32][CH:33]([C:34](=[O:35])[O:36][CH2:37][c:38]1[cH:39][cH:40][cH:41][cH:42][cH:43]1)[CH:44]([CH2:45][CH2:46][CH2:47][CH3:48])[NH2:49]. The product is CCCCC(N)C(O)C(=O)OCc1ccccc1. Starting materials: [H-].[Na+] (sodium hydride), BrCCOC1OCCCC1 (2-(2-bromoethoxy)-tetrahydropyran), [H-].[Na+] (sodium hydride), C(C)OC(=O)N1[C@@H](C[C@@H](C2=NC(=CC=C12)OC)NC1=NC=C(C(=N1)CC1=CC(=CC(=C1)C(F)(F)F)C(F)(F)F)CO)CC ((2R*,4S*)-4-{[3,5-bis(trifluoromethyl)benzyl]-[5-(hydroxymethyl)pyrimidin-2-yl]}amino-2-ethyl-6-methoxy-3,4-dihydro-2H-[1,5]naphthyridine-1-carboxylic acid ethyl ester), BrCCOC1OCCCC1 (2-(2-Bromoethoxy)tetrahydropyran), C(O)([O-])=O.[Na+] (sodium hydrogen carbonate). The solvent is CN(C=O)C (N,N-dimethylformamide). Reaction conditions: time 30 minute. The product is C(C)OC(=O)N1[C@@H](C[C@@H](C2=NC(=CC=C12)OC)NC1=NC=C(C(=N1)CC1=CC(=CC(=C1)C(F)(F)F)C(F)(F)F)COCCOC1OCCCC1)CC ((2R*,4S*)-4-[[3,5-bis(trifluoromethyl)benzyl]-(5-{2-[(tetrahydropyran-2-yl)oxy]ethoxymethyl}pyrimidin-2-yl)]amino-2-ethyl-6-methoxy-3,4-dihydro-2H-[1,5]naphthyridine-1-carboxylic acid ethyl ester). RXN SMILES: [CH2:1]([O:3][C:4]([N:6]1[C:15]2[C:10](=[N:11][C:12]([O:16][CH3:17])=[CH:13][CH:14]=2)[C@@H:9]([NH:18][C:19]2[N:24]=[C:23]([CH2:25][C:26]3[CH:31]=[C:30]([C:32]([F:35])([F:34])[F:33])[CH:29]=[C:28]([C:36]([F:39])([F:38])[F:37])[CH:27]=3)[C:22]([CH2:40][OH:41])=[CH:21][N:20]=2)[CH2:8][C@H:7]1[CH2:42][CH3:43])=[O:5])[CH3:2].[H-].[Na+].Br[CH2:47][CH2:48][O:49][CH:50]1[CH2:55][CH2:54][CH2:53][CH2:52][O:51]1.C(=O)([O-])O.[Na+]>CN(C)C=O>[CH2:1]([O:3][C:4]([N:6]1[C:15]2[C:10](=[N:11][C:12]([O:16][CH3:17])=[CH:13][CH:14]=2)[C@@H:9]([NH:18][C:19]2[N:24]=[C:23]([CH2:25][C:26]3[CH:27]=[C:28]([C:36]([F:37])([F:38])[F:39])[CH:29]=[C:30]([C:32]([F:35])([F:33])[F:34])[CH:31]=3)[C:22]([CH2:40][O:41][CH2:47][CH2:48][O:49][CH:50]3[CH2:55][CH2:54][CH2:53][CH2:52][O:51]3)=[CH:21][N:20]=2)[CH2:8][C@H:7]1[CH2:42][CH3:43])=[O:5])[CH3:2] |f:1.2,4.5|. Procedure details: (2R*,4S*)-4-{[3,5-bis(trifluoromethyl)benzyl]-[5-(hydroxymethyl)pyrimidin-2-yl]}amino-2-ethyl-6-methoxy-3,4-dihydro-2H-[1,5]naphthyridine-1-carboxylic acid ethyl ester (300 mg) is dissolved in N,N-dimethylformamide (4 ml), then thereto is added sodium hydride (28 mg) under ice-cooling, and the mixture is stirred for 30 minutes. 2-(2-Bromoethoxy)tetrahydropyran (0.15 ml) is added to the reaction solution, and the mixture is stirred at room temperature for 2 hours and 30 minutes. After addition of... Starting materials: BrC=1C(=CC(=NC1)N)C (5-bromo-4-methyl-2-pyridinamine), [Cu]C#N (copper (I) cyanide). Isolated yield 32.0%. Reaction SMILES: Br[C:2]1[C:3]([CH3:9])=[CH:4][C:5]([NH2:8])=[N:6][CH:7]=1.[Cu][C:11]#[N:12]>CN(C=O)C.CCOC(C)=O.O>[NH2:8][C:5]1[N:6]=[CH:7][C:2]([C:11]#[N:12])=[C:3]([CH3:9])[CH:4]=1. Product: NC1=CC(=C(C=N1)C#N)C (6-Amino-4-methyl-3-pyridinecarbonitrile). The solvent is CN(C)C=O (DMF), CCOC(=O)C (EtOAc), O (water). Conditions: temperature 200 celsius. Reported procedure: A mixture of 5-bromo-4-methyl-2-pyridinamine (0.50 g, 2.7 mmol) and copper (I) cyanide (0.263 g, 2.9 mmol) in DMF (12 mL) was heated at 200° C. for a total of 1.75 h in a microwave reactor. The reaction mixture was diluted with EtOAc and water. The resulting thick dark precipitate was filtered off. The filtrate was extracted with EtOAc (×3) and the combined extracts were dried and concentrated to give a dark yellow solid (0.115 g). The filter cake was and washed with 1:1 DCM/MeOH (1 L) which was... The reactants are COc1c(F)ccc2c1c(NS(=O)(=O)c1ccc(Cl)s1)nn2Cc1cccc(CN(C(=O)[O-])C(C)(C)C)c1, CO, CS(C)=O, ClCCl, O=C(O)C(F)(F)F. Product: COc1c(F)ccc2c1c(NS(=O)(=O)c1ccc(Cl)s1)nn2Cc1cccc(CN)c1. RXN SMILES: [CH3:1][C:2]([N:5]([C:3](=[O:4])[O-:6])[CH2:9][c:10]1[cH:11][c:12]([CH2:16][n:17]2[n:18][c:19]([NH:29][S:30](=[O:31])(=[O:32])[c:33]3[s:34][c:35]([Cl:38])[cH:36][cH:37]3)[c:20]3[c:21]([O:27][CH3:28])[c:22]([F:26])[cH:23][cH:24][c:25]23)[cH:13][cH:14][cH:15]1)([CH3:7])[CH3:8].[CH3:49][OH:50].[CH3:51][S:52]([CH3:53])=[O:54].[Cl:46][CH2:47][Cl:48].[OH:39][C:40]([C:41]([F:42])([F:43])[F:44])=[O:45]>>[NH2:5][CH2:9][c:10]1[cH:11][c:12]([CH2:16][n:17]2[n:18][c:19]([NH:29][S:30](=[O:31])(=[O:32])[c:33]3[s:34][c:35]([Cl:38])[cH:36][cH:37]3)[c:20]3[c:21]([O:27][CH3:28])[c:22]([F:26])[cH:23][cH:24][c:25]23)[cH:13][cH:14][cH:15]1.